Dataset: the Open Reaction Database (ORD), a public repository of structured organic reaction records. Task: describe an organic reaction: reactants, conditions, products, and yield The reactants are C(C)OC(=O)C1=CN(C2=CC(=C(C=C2C1=O)C(CCC)=O)C)CC (1-ethyl-6-butyryl-7-methyl-4-oxo-1,4-dihydroquinoline-3-carboxylic acid ethyl ester), [OH-].[Na+] (sodium hydroxide). The solvent is C(C)O (ethanol). Run at time 1 hour. Yields the product C(C)N1C=C(C(C2=CC(=C(C=C12)C)C(CCC)=O)=O)C(=O)O (1-Ethyl-6-butyryl-7-methyl-4-oxo-1,4-dihydroquinoline-3-carboxylic acid). As a reaction SMILES: C([O:3][C:4]([C:6]1[C:15](=[O:16])[C:14]2[C:9](=[CH:10][C:11]([CH3:22])=[C:12]([C:17](=[O:21])[CH2:18][CH2:19][CH3:20])[CH:13]=2)[N:8]([CH2:23][CH3:24])[CH:7]=1)=[O:5])C.[OH-].[Na+]>C(O)C>[CH2:23]([N:8]1[C:9]2[C:14](=[CH:13][C:12]([C:17](=[O:21])[CH2:18][CH2:19][CH3:20])=[C:11]([CH3:22])[CH:10]=2)[C:15](=[O:16])[C:6]([C:4]([OH:5])=[O:3])=[CH:7]1)[CH3:24] |f:1.2|. Procedure details: 10 g of 1-ethyl-6-butyryl-7-methyl-4-oxo-1,4-dihydroquinoline-3-carboxylic acid ethyl ester are dissolved in 250 ml of ethanol, 30.4 ml of N sodium hydroxide solution are added and the mixture is stirred for 1 hour at room temperature. The ethanol is removed under reduced pressure, and the aqueous phase is extracted with chloroform and acidified with hydrochloric acid. The precipitated crystallisate is filtered with suction. 1-Ethyl-6-butyryl-7-methyl-4-oxo-1,4-dihydroquinoline-3-carboxylic acid... Reactants: BrCc1ccccc1, CC#N, OC(c1ccncc1)(c1ccc(F)cc1)c1ccc(F)cc1. Yields the product [Br-], OC(c1ccc(F)cc1)(c1ccc(F)cc1)c1cc[n+](Cc2ccccc2)cc1. As a reaction SMILES: [Br:23][CH2:24][c:25]1[cH:26][cH:27][cH:28][cH:29][cH:30]1.[CH3:31][C:32]#[N:33].[F:1][c:2]1[cH:3][cH:4][c:5]([C:8]([OH:9])([c:10]2[cH:11][cH:12][n:13][cH:14][cH:15]2)[c:16]2[cH:17][cH:18][c:19]([F:22])[cH:20][cH:21]2)[cH:6][cH:7]1>>[Br-:23].[F:1][c:2]1[cH:3][cH:4][c:5]([C:8]([OH:9])([c:10]2[cH:11][cH:12][n+:13]([CH2:24][c:25]3[cH:26][cH:27][cH:28][cH:29][cH:30]3)[cH:14][cH:15]2)[c:16]2[cH:17][cH:18][c:19]([F:22])[cH:20][cH:21]2)[cH:6][cH:7]1. Starting materials: O=C([O-])[O-], CCCC[N+](CCCC)(CCCC)CCCC, O=C=NCCCl, [I-], [K+], [K+], CCOC(=O)c1sc(N)nc1C, C1CCOC1. Product: CCOC(=O)c1sc(N2CCNC2=O)nc1C. RXN SMILES: [C:19](=[O:20])([O-:21])[O-:22].[CH2:31]([N+:32]([CH2:33][CH2:34][CH2:35][CH3:36])([CH2:37][CH2:38][CH2:39][CH3:40])[CH2:41][CH2:42][CH2:43][CH3:44])[CH2:45][CH2:46][CH3:47].[Cl:13][CH2:14][CH2:15][N:16]=[C:17]=[O:18].[I-:30].[K+:23].[K+:24].[NH2:1][c:2]1[s:3][c:4]([C:8](=[O:9])[O:10][CH2:11][CH3:12])[c:5]([CH3:7])[n:6]1.[O:25]1[CH2:26][CH2:27][CH2:28][CH2:29]1>>[N:1]1([c:2]2[s:3][c:4]([C:8](=[O:9])[O:10][CH2:11][CH3:12])[c:5]([CH3:7])[n:6]2)[CH2:14][CH2:15][NH:16][C:17]1=[O:18]. The reactants are C(C)OC(CC(C1=CC=C(C=C1)F)C1=CC=C(C=C1)OCC1=CC=C(C=C1)C1=C(C=CC(=C1)C)OCCCC)=O (3-[4-(2′-Butoxy-5′-methyl-biphenyl-4-ylmethoxy)-phenyl]-3-(4-fluorophenyl)-propionic acid ethyl ester), [OH-].[Na+] (NaOH), solution. Solvent: C1CCOC1 (THF). Conditions: time 8 hour. The product is C(CCC)OC1=C(C=C(C=C1)C)C1=CC=C(C=C1)COC1=CC=C(C=C1)C(CC(=O)O)C1=CC=C(C=C1)F ((+/−)-3-[4-(2′-Butoxy-5′-methyl-biphenyl-4-ylmethoxy)-phenyl]-3-(4-fluorophenyl)-propionic acid). Yield: 78.0%. As a reaction SMILES: C([O:3][C:4](=[O:40])[CH2:5][CH:6]([C:14]1[CH:19]=[CH:18][C:17]([O:20][CH2:21][C:22]2[CH:27]=[CH:26][C:25]([C:28]3[CH:33]=[C:32]([CH3:34])[CH:31]=[CH:30][C:29]=3[O:35][CH2:36][CH2:37][CH2:38][CH3:39])=[CH:24][CH:23]=2)=[CH:16][CH:15]=1)[C:7]1[CH:12]=[CH:11][C:10]([F:13])=[CH:9][CH:8]=1)C.[OH-].[Na+]>C1COCC1>[CH2:36]([O:35][C:29]1[CH:30]=[CH:31][C:32]([CH3:34])=[CH:33][C:28]=1[C:25]1[CH:26]=[CH:27][C:22]([CH2:21][O:20][C:17]2[CH:18]=[CH:19][C:14]([CH:6]([C:7]3[CH:12]=[CH:11][C:10]([F:13])=[CH:9][CH:8]=3)[CH2:5][C:4]([OH:40])=[O:3])=[CH:15][CH:16]=2)=[CH:23][CH:24]=1)[CH2:37][CH2:38][CH3:39] |f:1.2|. Procedure details: A mixture of 45.3 (56 mg, 0.1 mmol) and 2N NaOH(aq) solution (0.31 mL, 0.62 mmol) in THF (3 mL) was stirred at room temperature overnight. The reactor mixture was concentrated, treated with dilute HCl, and extracted into ethyl acetate. The organic layer washed with water and concentrated to yield product which was purified by flash chromatography to give compound 45 (40 mg). 1H NMR (500 MHz, CDCl3, ppm), δ 0.9 (t, 3H), 1.4 (m, 2H), 1.65 (m, 2H), 2.35 (s, 3H), 3.05 (m, 2H), 3.9 (t, 2H), 4.5 (t, 1... The reactants are [Li]CCCC, C1CCOC1, COC(=O)c1ccccc1C, CC(=O)O, COP(C)(=O)OC, O. The product is COP(=O)(CC(=O)c1ccccc1C)OC. Reaction SMILES: [CH2:1]([Li:2])[CH2:3][CH2:4][CH3:5].[CH2:24]1[O:25][CH2:26][CH2:27][CH2:28]1.[CH3:13][c:14]1[c:15]([C:16](=[O:17])[O:18][CH3:19])[cH:20][cH:21][cH:22][cH:23]1.[CH3:29][C:30](=[O:31])[OH:32].[CH3:6][P:7]([O:8][CH3:9])([O:10][CH3:11])=[O:12].[OH2:33]>>[CH2:6]([P:7]([O:8][CH3:9])([O:10][CH3:11])=[O:12])[C:16]([c:15]1[c:14]([CH3:13])[cH:23][cH:22][cH:21][cH:20]1)=[O:17].